Dataset: the Open Reaction Database (ORD), a public repository of structured organic reaction records. Task: describe an organic reaction: reactants, conditions, products, and yield Starting materials: FC(C=1C=C(C(=O)OC)C=CC1C)(F)F (methyl 3-(trifluoromethyl)-4-methylbenzoate), BrN1C(CCC1=O)=O (N-bromosuccinimide), C(C1=CC=CC=C1)OOCC1=CC=CC=C1 (benzyl peroxide). The solvent is C(Cl)(Cl)(Cl)Cl (carbon tetrachloride). Yields the product BrCC1=C(C=C(C(=O)OC)C=C1)C(F)(F)F (methyl 4-(bromomethyl)-3-(trifluoromethyl)benzoate). Isolated yield 87.8%. RXN SMILES: [F:1][C:2]([F:15])([F:14])[C:3]1[CH:4]=[C:5]([CH:10]=[CH:11][C:12]=1[CH3:13])[C:6]([O:8][CH3:9])=[O:7].[Br:16]N1C(=O)CCC1=O.C(OOCC1C=CC=CC=1)C1C=CC=CC=1>C(Cl)(Cl)(Cl)Cl>[Br:16][CH2:13][C:12]1[CH:11]=[CH:10][C:5]([C:6]([O:8][CH3:9])=[O:7])=[CH:4][C:3]=1[C:2]([F:14])([F:15])[F:1]. Procedure details: A reactor is charged with 1 g (4.6 mmol) of the compound obtained in step 1, 0.97 g (5.5 mmol) of N-bromosuccinimide, 133 mg (0.55 mmol) of benzyl peroxide and 25 ml of carbon tetrachloride. The mixture is heated for 4 hours at reflux. The solvent is evaporated under reduced pressure and 100 ml of a saturated sodium bicarbonate solution is added. The solution obtained is extracted with 3*30 ml ethyl acetate. The organic phases are combined, dried on sodium sulphate and evaporated under reduced p... The reactants are CC(C(=O)N)C (2-methylpropanamide), F[B-](F)(F)F.C(C)[O+](CC)CC (triethyloxonium tetrafluoroborate), NC=1C(=C2C(=NC1)C=CS2)N[C@H]2CC[C@@H](OC2)CO ({(2R,5S)-5-[(6-aminothieno[3,2-b]pyridin-7-yl)amino]tetrahydro-2H-pyran-2-yl}methanol). The solvent is C1CCOC1 (THF), C(C)O (ethanol), CO (methanol). Reaction conditions: time 2 hour. Yields the product C(C)(C)C1=NC=2C(=C3C(=NC2)C=CS3)N1[C@H]1CC[C@@H](OC1)CO ([(2R,5S)-5-(2-Isopropyl-1H-imidazo[4,5-d]thieno[3,2-b]pyridin-1-yl)tetrahydro-2H-pyran-2-yl]methanol). Reaction SMILES: [CH3:1][CH:2]([CH3:6])[C:3]([NH2:5])=O.F[B-](F)(F)F.C([O+](CC)CC)C.N[C:20]1[C:21]([NH:29][C@@H:30]2[CH2:35][O:34][C@@H:33]([CH2:36][OH:37])[CH2:32][CH2:31]2)=[C:22]2[S:28][CH:27]=[CH:26][C:23]2=[N:24][CH:25]=1>C1COCC1.C(O)C.CO>[CH:2]([C:3]1[N:29]([C@@H:30]2[CH2:35][O:34][C@@H:33]([CH2:36][OH:37])[CH2:32][CH2:31]2)[C:21]2=[C:22]3[S:28][CH:27]=[CH:26][C:23]3=[N:24][CH:25]=[C:20]2[N:5]=1)([CH3:6])[CH3:1] |f:1.2|. Procedure details: A mixture of 2-methylpropanamide (71.4 mg, 0.820 mmol) and triethyloxonium tetrafluoroborate (154 mg, 0.812 mmol) in THF (2 mL) was stirred at room temperature for 2 h. The solvent was removed and the residue dissolved in ethanol (0.5 mL) and added to a suspension of {(2R,5S)-5-[(6-aminothieno[3,2-b]pyridin-7-yl)amino]tetrahydro-2H-pyran-2-yl}methanol (69.2 mg, 0.248 mmol) in ethanol (1.7 mL). The mixture was stirred at 80° C. for 1 h. The reaction mixture was cooled to room temperature, diluted... Reactants: FC=1C=C(C=C(C1)N1CCCC1)C1NC2=CC=C(C=C2CC1(C)C)C(=O)O (2-(3-fluoro-5-pyrrolidin-1-yl-phenyl)-3,3-dimethyl-1,2,3,4-tetrahydro-quinoline-6-carboxylic acid), 1-3-dimethylaminopropyl-3-ethylcarbodiimide hydrochloride, C1(CC1)S(=O)(=O)N (cyclopropanesulfonic acid amide). The reagents and catalysts are CN(C1=CC=NC=C1)C (4-dimethylaminopyridine). Run in ClCCl (dichloromethane). Run at temperature 60 celsius. Yields the product FC=1C=C(C=C(C1)N1CCCC1)C1NC2=CC=C(C=C2CC1(C)C)C(=O)NS(=O)(=O)C1CC1 (cyclopropanesulfonic acid [2-(3-fluoro-5-pyrrolidin-1-yl-phenyl)-3,3-dimethyl-1,2,3,4-tetrahydro-quinoline-6-carbonyl]-amide). Yield: 19.7%. As a reaction SMILES: [F:1][C:2]1[CH:3]=[C:4]([CH:13]2[C:22]([CH3:24])([CH3:23])[CH2:21][C:20]3[C:15](=[CH:16][CH:17]=[C:18]([C:25](O)=[O:26])[CH:19]=3)[NH:14]2)[CH:5]=[C:6]([N:8]2[CH2:12][CH2:11][CH2:10][CH2:9]2)[CH:7]=1.[CH:28]1([S:31]([NH2:34])(=[O:33])=[O:32])[CH2:30][CH2:29]1>CN(C)C1C=CN=CC=1.ClCCl>[F:1][C:2]1[CH:3]=[C:4]([CH:13]2[C:22]([CH3:24])([CH3:23])[CH2:21][C:20]3[C:15](=[CH:16][CH:17]=[C:18]([C:25]([NH:34][S:31]([CH:28]4[CH2:30][CH2:29]4)(=[O:33])=[O:32])=[O:26])[CH:19]=3)[NH:14]2)[CH:5]=[C:6]([N:8]2[CH2:12][CH2:11][CH2:10][CH2:9]2)[CH:7]=1. Reported procedure: A mixture of 2-(3-fluoro-5-pyrrolidin-1-yl-phenyl)-3,3-dimethyl-1,2,3,4-tetrahydro-quinoline-6-carboxylic acid (50 mg, 0.14 mmol), 1-3-dimethylaminopropyl-3-ethylcarbodiimide hydrochloride (39 mg, 0.20 mmol), 4-dimethylaminopyridine (24.4 mg, 0.20 mmol), cyclopropanesulfonic acid amide (51 mg, 0.42 mmol) in dichloromethane (3 mL) was heated for 12 hours at 60° C. Removal of the solvent afforded an oil residue. Purification by Waters automated flash system (column: Xterra 30 mm×100 mm, sample man... Reactants: C(C#C)[Mg]Br (propargyl-magnesium bromide), C=C=CC(CCCC)=O (1,2-octadien-4-one), [Cl-].[NH4+] (ammonium chloride). The solvent is CCOCC (ether), CCOCC (ether). Reaction conditions: temperature 25 celsius, time 8 hour. Product: OC(CC#CC=C=C)CCCC (4-Hydroxy-propadienyl-1-octyne). Reaction SMILES: [CH2:1]([Mg]Br)[C:2]#[CH:3].[CH2:6]=[C:7]=[CH:8][C:9](=[O:14])[CH2:10][CH2:11][CH2:12][CH3:13].[Cl-].[NH4+]>CCOCC>[OH:14][CH:9]([CH2:10][CH2:11][CH2:12][CH3:13])[CH2:8][C:7]#[C:6][CH:1]=[C:2]=[CH2:3] |f:2.3|. Procedure details: To a stirred solution of 125 mmol. of propargyl-magnesium bromide in 85 ml. of ether at -20° C. is added a solution of 11.7 g. (95 mmol.) of 1,2-octadien-4-one in 30 ml. of ether during 30 minutes. After the addition, the solution is stirred at 25° C. overnight, cooled to 0° C., and treated dropwise with 18 ml. of saturated ammonium chloride solution. The mixture is filtered, and the filtrate is washed with brine, dried over magnesium sulfate, and concentrated. The product is distilled from anhy... Starting materials: NC[C@@H](C)N1N=C(C=C1)C1=CC(=C(C#N)C=C1)Cl ((R)-4-(1-(1-aminopropan-2-yl)-1H-pyrazol-3-yl)-2-chlorobenzonitrile), C(C)(=O)C1=NNC(=C1)C(=O)O (3-acetyl-1H-pyrazole-5-carboxylic acid). The product is C(C)(=O)C1=NNC(=C1)C(=O)NC[C@@H](C)N1N=C(C=C1)C1=CC(=C(C=C1)C#N)Cl ((R)-3-acetyl-N-(2-(3-(3-chloro-4-cyanophenyl)-1H-pyrazol-1-yl)propyl)-1H-pyrazole-5-carboxamide). The yield is 56.3%. RXN SMILES: [NH2:1][CH2:2][C@H:3]([N:5]1[CH:9]=[CH:8][C:7]([C:10]2[CH:17]=[CH:16][C:13]([C:14]#[N:15])=[C:12]([Cl:18])[CH:11]=2)=[N:6]1)[CH3:4].[C:19]([C:22]1[CH:26]=[C:25]([C:27](O)=[O:28])[NH:24][N:23]=1)(=[O:21])[CH3:20]>>[C:19]([C:22]1[CH:26]=[C:25]([C:27]([NH:1][CH2:2][C@H:3]([N:5]2[CH:9]=[CH:8][C:7]([C:10]3[CH:17]=[CH:16][C:13]([C:14]#[N:15])=[C:12]([Cl:18])[CH:11]=3)=[N:6]2)[CH3:4])=[O:28])[NH:24][N:23]=1)(=[O:21])[CH3:20]. Reported procedure: (R)-4-(1-(1-aminopropan-2-yl)-1H-pyrazol-3-yl)-2-chlorobenzonitrile (1.29 mmol) was coupled with 3-acetyl-1H-pyrazole-5-carboxylic acid (259 mg, 1.68 mmol) using the method of Example 34(d). Crude product was purified twice by CombiFlash (1st column: C-18, eluent: 0-100% MeCN in water; 2nd column: silica, eluent: 0-7% MeOH in DCM) to yield 288 mg (56%) of the title compound. 1H-NMR (400 MHz; d6-DMSO): δ 1.49 (d, 3H), 2.48 (s, 3H), 3.56-3.73 (m, 2H), 4.60-4.75 (m, 1H), 6.94 (d, 1H), 7.27 (bs, 1H)... Starting materials: CC(=O)O, O, c1ccc(C(c2ccccc2)(c2ccccc2)n2cnc3c2CCC(COCc2ccc4ccccc4c2)C3)cc1, c1ccc(C(c2ccccc2)(c2ccccc2)n2cnc3c2CC(COCc2ccc4ccccc4c2)CC3)cc1. Yields the product c1ccc2cc(COCC3CCc4[nH]cnc4C3)ccc2c1. Reaction SMILES: [CH3:83][C:84](=[O:85])[OH:86].[OH2:87].[cH:1]1[c:2]([CH2:11][O:12][CH2:13][CH:14]2[CH2:15][c:16]3[c:17]([n:18]([C:21]([c:22]4[cH:23][cH:24][cH:25][cH:26][cH:27]4)([c:28]4[cH:29][cH:30][cH:31][cH:32][cH:33]4)[c:34]4[cH:35][cH:36][cH:37][cH:38][cH:39]4)[cH:19][n:20]3)[CH2:40][CH2:41]2)[cH:3][cH:4][c:5]2[cH:6][cH:7][cH:8][cH:9][c:10]12.[cH:42]1[c:43]2[c:44]([cH:45][cH:46][cH:47][cH:48]2)[cH:49][cH:50][c:51]1[CH2:52][O:53][CH2:54][CH:55]1[CH2:56][CH2:57][c:58]2[n:59][cH:60][n:61]([C:62]([c:63]3[cH:64][cH:65][cH:66][cH:67][cH:68]3)([c:69]3[cH:70][cH:71][cH:72][cH:73][cH:74]3)[c:75]3[cH:76][cH:77][cH:78][cH:79][cH:80]3)[c:81]2[CH2:82]1>>[cH:1]1[c:2]([CH2:11][O:12][CH2:13][CH:14]2[CH2:15][c:16]3[c:17]([nH:18][cH:19][n:20]3)[CH2:40][CH2:41]2)[cH:3][cH:4][c:5]2[cH:6][cH:7][cH:8][cH:9][c:10]12. The reactants are ClC=1C=C(C=CC1)C1=C(C=CC(=N1)C(=O)O)C1COCC1 (6-(3-chloro-phenyl)-5-(tetrahydro-furan-3-yl)-pyridine-2-carboxylic acid), CC(N)(C1=NOC(=N1)C)C (α,α,5-trimethyl-1,2,4-oxadiazole-3-methanamine). Yields the product CC(C)(C1=NOC(=N1)C)NC(=O)C1=NC(=C(C=C1)C1COCC1)C1=CC(=CC=C1)Cl (6-(3-Chloro-phenyl)-5-(tetrahydro-furan-3-yl)-pyridine-2-carboxylic acid [1-methyl-1-(5-methyl-[1,2,4]oxadiazol-3-yl)-ethyl]-amide). As a reaction SMILES: [Cl:1][C:2]1[CH:3]=[C:4]([C:8]2[N:13]=[C:12]([C:14]([OH:16])=O)[CH:11]=[CH:10][C:9]=2[CH:17]2[CH2:21][CH2:20][O:19][CH2:18]2)[CH:5]=[CH:6][CH:7]=1.[CH3:22][C:23]([CH3:31])([C:25]1[N:29]=[C:28]([CH3:30])[O:27][N:26]=1)[NH2:24]>>[CH3:22][C:23]([NH:24][C:14]([C:12]1[CH:11]=[CH:10][C:9]([CH:17]2[CH2:21][CH2:20][O:19][CH2:18]2)=[C:8]([C:4]2[CH:5]=[CH:6][CH:7]=[C:2]([Cl:1])[CH:3]=2)[N:13]=1)=[O:16])([C:25]1[N:29]=[C:28]([CH3:30])[O:27][N:26]=1)[CH3:31]. Reported procedure: The title compound was synthesized in analogy to Example 1, using 6-(3-chloro-phenyl)-5-(tetrahydro-furan-3-yl)-pyridine-2-carboxylic acid (Example 101.0 and α,α,5-trimethyl-1,2,4-oxadiazole-3-methanamine (CAN 1153831-97-0) as starting materials, MS (EI): m/e=427.1 [M+H]+.